Dataset: the Open Reaction Database (ORD), a public repository of structured organic reaction records. Task: describe an organic reaction: reactants, conditions, products, and yield The reactants are C(=O)(C(F)(F)F)O (TFA), 13b.1, COC(C=C)OC (acrolein dimethyl acetal), COC(C=C)OC (acrolein dimethyl acetal), Montmorillonite, C(C)#N (ACN). Reaction conditions: time 30 minute. Product: CCOC(C=C)OCC (acrolein acetal). Reaction SMILES: [CH3:1][O:2][CH:3]([O:6]C)[CH:4]=[CH2:5].[C:8](O)(C(F)(F)F)=O.[C:15](#N)[CH3:16]>>[CH3:8][CH2:1][O:2][CH:3]([O:6][CH2:15][CH3:16])[CH:4]=[CH2:5]. Reported procedure: 0.16 gm of 13b.1 (0.192 mmol) and 42 mg of acrolein dimethyl acetal (0.41 mmol) were weighed into a 25 ml RB flask followed by addition of 40 mg of Montmorillonite clay, the flask was capped with a septum and 3 ml of ACN were added under nitrogen. The pH of the reaction was determined to be about 6. About 3 microliters of TFA were added. After additional stirring, the pH was found to be 3.5. After 30 minutes, 0.15 ml of acrolein dimethyl acetal was added and stirring continued at room temperatur... Starting materials: O=C1CCC1, C[Si](C)(C)C#N, Nc1ccc(CC(=O)O)cc1, C1COCCO1. Yields the product N#CC1(Nc2ccc(CC(=O)O)cc2)CCC1. As a reaction SMILES: [C:18]1(=[O:22])[CH2:19][CH2:20][CH2:21]1.[CH3:1][Si:2]([CH3:3])([CH3:4])[C:5]#[N:6].[NH2:7][c:8]1[cH:9][cH:10][c:11]([CH2:14][C:15](=[O:16])[OH:17])[cH:12][cH:13]1.[O:23]1[CH2:24][CH2:25][O:26][CH2:27][CH2:28]1>>[C:5](#[N:6])[C:18]1([NH:7][c:8]2[cH:9][cH:10][c:11]([CH2:14][C:15](=[O:16])[OH:17])[cH:12][cH:13]2)[CH2:19][CH2:20][CH2:21]1. Starting materials: O=C([O-])[O-], CCI, CN(C)C=O, CC(C)=O, [K+], [K+], O, O=C(C=Cc1cccs1)Nc1ccccc1C(=O)O. The product is CCOC(=O)c1ccccc1NC(=O)C=Cc1cccs1. As a reaction SMILES: [C:20](=[O:21])([O-:22])[O-:23].[CH2:31]([CH3:32])[I:33].[CH3:26][N:27]([CH3:28])[CH:29]=[O:30].[CH3:34][C:35](=[O:36])[CH3:37].[K+:24].[K+:25].[OH2:38].[s:1]1[c:2]([CH:6]=[CH:7][C:8](=[O:9])[NH:10][c:11]2[c:12]([C:13](=[O:14])[OH:15])[cH:16][cH:17][cH:18][cH:19]2)[cH:3][cH:4][cH:5]1>>[s:1]1[c:2]([CH:6]=[CH:7][C:8](=[O:9])[NH:10][c:11]2[c:12]([C:13](=[O:14])[O:15][CH2:31][CH3:32])[cH:16][cH:17][cH:18][cH:19]2)[cH:3][cH:4][cH:5]1. The reactants are C1(=CC=CC=2C3=CC=CC=C3CC12)COC(=O)N=C=S (fluorenylmethyloxycarbonyl isothiocyanate), ClCCl (dichloromethane), BrC1=CC=C(N)C=C1 (4-Bromoaniline), ClCCl (dichloromethane), ClCCl (dichloromethane). Run at temperature 0 celsius, time 14 hour. Product: C1=CC=CC=2C3=CC=CC=C3C(C12)OC(N(C(=S)NC1=CC=C(C=C1)Br)C)=O (9H-9-fluorenyl-methyl-N-[(4-bromoanilino)carbothioyl]carbamate). RXN SMILES: [C:1]1([CH2:14][O:15][C:16]([N:18]=[C:19]=[S:20])=[O:17])[C:13]2[CH2:12][C:11]3C(=[CH:7][CH:8]=[CH:9][CH:10]=3)[C:5]=2[CH:4]=[CH:3][CH:2]=1.[Br:21][C:22]1[CH:28]=[CH:27][C:25]([NH2:26])=[CH:24][CH:23]=1.Cl[CH2:30]Cl>>[CH:10]1[C:11]2[CH:14]([O:15][C:16](=[O:17])[N:18]([CH3:30])[C:19]([NH:26][C:25]3[CH:27]=[CH:28][C:22]([Br:21])=[CH:23][CH:24]=3)=[S:20])[C:1]3[C:13](=[CH:5][CH:4]=[CH:3][CH:2]=3)[C:12]=2[CH:7]=[CH:8][CH:9]=1. Procedure: A solution of fluorenylmethyloxycarbonyl isothiocyanate (1.36 g, 4.84 mmol, Kearney, P. C.; Fernandez, M.; Flygare, J. A. J. Org. Chem. 1998, 63, 196-200) in dichloromethane (40 mL) was added via a pipet to a solution of 4-Bromoaniline (0.86 g, 5.00 mmol) in dichloromethane (10 mL) maintained at 0° C. and the resulting mixture stirred at ambient temperature for 14 h. The reaction was diluted with dichloromethane (60 mL) and washed with aqueous hydrochloric acid (0.5 M, 2×10 mL). The organic laye... The reactants are O=C([O-])[O-], COC(=O)c1cc(O)c2cc(C)oc2c1, CC(C)CI, [K+], [K+], CN(C)C=O, O. Yields the product COC(=O)c1cc(OCC(C)C)c2cc(C)oc2c1. RXN SMILES: [C:16](=[O:17])([O-:18])[O-:19].[CH3:1][c:2]1[o:3][c:4]2[c:5]([cH:6]1)[c:7]([OH:15])[cH:8][c:9]([C:11](=[O:12])[O:13][CH3:14])[cH:10]2.[I:22][CH2:23][CH:24]([CH3:25])[CH3:26].[K+:20].[K+:21].[O:28]=[CH:29][N:30]([CH3:31])[CH3:32].[OH2:27]>>[CH3:1][c:2]1[o:3][c:4]2[c:5]([cH:6]1)[c:7]([O:15][CH2:23][CH:24]([CH3:25])[CH3:26])[cH:8][c:9]([C:11](=[O:12])[O:13][CH3:14])[cH:10]2.